Task: describe an organic reaction: reactants, conditions, products, and yield. Dataset: the Open Reaction Database (ORD), a public repository of structured organic reaction records Reactants: Cl (HCl), [N+](=O)([O-])C1=CC=C(C=C1)B(O)O (4-nitrophenylboronic acid). Reagents/catalysts: [Pd] (palladium on carbon). Run in CO (methanol). Product: Cl.ONC1=CC=C(C=C1)B(O)O (4-Hydroxyaminobenzeneboronic Acid Hydrochloride). As a reaction SMILES: [N+:1]([C:4]1[CH:9]=[CH:8][C:7]([B:10]([OH:12])[OH:11])=[CH:6][CH:5]=1)([O-])=[O:2].[ClH:13]>CO.[Pd]>[ClH:13].[OH:2][NH:1][C:4]1[CH:5]=[CH:6][C:7]([B:10]([OH:12])[OH:11])=[CH:8][CH:9]=1 |f:4.5|. Procedure: Employing the procedure of Example II, 1.1 gms of 4-nitrophenylboronic acid was hydrogenated at 42 psi in 50 ml of methanol containing 0.7 ml of conc. HCl on a Parr shaker hydrogenation apparatus for 3 hours using palladium on carbon as catalyst. After filtering, the filtrate was concentrated yielding 0.91 gms of a white-powdery solid having a melting point of 200°-205° C. (decomposition). Reactants: CO, O=C(Nc1ccc(Oc2ccc(C(=O)N3CCNCC3)cc2)nc1)c1ccc(C(F)(F)F)cc1, C1CCC2OC2C1. The product is O=C(Nc1ccc(Oc2ccc(C(=O)N3CCN(C4CCCCC4O)CC3)cc2)nc1)c1ccc(C(F)(F)F)cc1. As a reaction SMILES: [CH3:42][OH:43].[N:1]1([C:7](=[O:8])[c:9]2[cH:10][cH:11][c:12]([O:13][c:14]3[cH:15][cH:16][c:17]([NH:20][C:21]([c:22]4[cH:23][cH:24][c:25]([C:28]([F:29])([F:30])[F:31])[cH:26][cH:27]4)=[O:32])[cH:18][n:19]3)[cH:33][cH:34]2)[CH2:2][CH2:3][NH:4][CH2:5][CH2:6]1.[O:35]1[CH:36]2[CH:37]1[CH2:38][CH2:39][CH2:40][CH2:41]2>>[N:1]1([C:7](=[O:8])[c:9]2[cH:10][cH:11][c:12]([O:13][c:14]3[cH:15][cH:16][c:17]([NH:20][C:21]([c:22]4[cH:23][cH:24][c:25]([C:28]([F:29])([F:30])[F:31])[cH:26][cH:27]4)=[O:32])[cH:18][n:19]3)[cH:33][cH:34]2)[CH2:2][CH2:3][N:4]([CH:37]2[CH:36]([OH:35])[CH2:41][CH2:40][CH2:39][CH2:38]2)[CH2:5][CH2:6]1. Starting materials: CON(C(C1=CC(=CC=C1)C=1C=CC2=C(C=C(O2)CCN2[C@@H](CCC2)C)C1)=O)C (N-methoxy-N-methyl-3-(2-{2-[(2R)-2-methyl-1-pyrrolidinyl]ethyl}-1-benzofuran-5-yl)benzamide), C1(CCCC1)[Mg]Br (cyclopentylmagnesium bromide), C1(CCCC1)[Mg]Br (cyclopentylmagnesium bromide). Reaction conditions: time 8 hour. The product is C[C@H]1N(CCC1)CCC=1OC2=C(C1)C=C(C=C2)C=2C=C(C=O)C=CC2 (3-(2-{2-[(2R)-2-methyl-1-pyrrolidinyl]ethyl}-1-benzofuran-5-yl)benzaldehyde). The yield is 16.0%. Reaction SMILES: CON(C)[C:4](=[O:28])[C:5]1[CH:10]=[CH:9][CH:8]=[C:7]([C:11]2[CH:12]=[CH:13][C:14]3[O:18][C:17]([CH2:19][CH2:20][N:21]4[CH2:25][CH2:24][CH2:23][C@H:22]4[CH3:26])=[CH:16][C:15]=3[CH:27]=2)[CH:6]=1.C1([Mg]Br)CCCC1>>[CH3:26][C@@H:22]1[CH2:23][CH2:24][CH2:25][N:21]1[CH2:20][CH2:19][C:17]1[O:18][C:14]2[CH:13]=[CH:12][C:11]([C:7]3[CH:6]=[C:5]([CH:10]=[CH:9][CH:8]=3)[CH:4]=[O:28])=[CH:27][C:15]=2[CH:16]=1. Procedure details: The product from Example 145 and cyclopentylmagnesium bromide were processed as described in Example 146, except that additional cyclopentylmagnesium bromide was added after the reaction had stirred overnight (400 mol %) and after another four hours (600 mol %). The reaction mixture was allowed to stir for three additional days (16% yield). MS (ESI APCI) m/z 334 (M+H)+; 1HNMR (300 MHz, CD3OD) δ 1.17 (d, 3H), 1.38-1.53 (m, 1H), 1.77-1.86 (m, 2H), 1.94-2.08 (m, 1H), 2.23-2.34 (m, 1H), 2.40-2.59 (m... Starting materials: O=C([O-])[O-], [K+], [K+], CN(C)C=O, Oc1ccc(I)cc1. Product: CN(C)CCOc1ccc(I)cc1. RXN SMILES: [C:9](=[O:10])([O-:11])[O-:12].[K+:13].[K+:14].[O:15]=[CH:16][N:17]([CH3:18])[CH3:19].[OH:1][c:2]1[cH:3][cH:4][c:5]([I:6])[cH:7][cH:8]1>>[O:1]([c:2]1[cH:3][cH:4][c:5]([I:6])[cH:7][cH:8]1)[CH2:9][CH2:16][N:17]([CH3:18])[CH3:19]. The reactants are [OH-].[K+] (potassium hydroxide), ice water, CS (methylmercaptan), ClC1=CC=C(C=C1)[N+](=O)[O-] (4-chloronitrobenzene). Solvent: C(C)O (ethanol), CN(C=O)C (dimethylformamide). Run at temperature 100 celsius, time 8 hour. Product: CSC1=CC=C(C=C1)[N+](=O)[O-] (4-Methylmercapto-nitrobenzene). Reaction SMILES: [CH3:1][SH:2].[OH-].[K+].Cl[C:6]1[CH:11]=[CH:10][C:9]([N+:12]([O-:14])=[O:13])=[CH:8][CH:7]=1>CN(C)C=O.C(O)C>[CH3:1][S:2][C:6]1[CH:11]=[CH:10][C:9]([N+:12]([O-:14])=[O:13])=[CH:8][CH:7]=1 |f:1.2|. Procedure details: 28.3 g of methylmercaptan are dissolved in 500 ml of dimethylformamide at 0° C., under nitrogen. 37.4 g of potassium hydroxide, dissolved in 150 ml of ethanol, are then added dropwise at -10° C., after which 94.5 g of 4-chloronitrobenzene are added. The reaction mixture is warmed to 100° C. and stirred at this temperature for 8 hours. It is then stirred into 5 kg of ice water. The precipitate is filtered off with suction, washed, dried and recrystallised from methanol. Yield: 86.2 g of yellow cr... Product: COC(C(C(=O)C1=CC(=C(C=C1)C#N)F)C1=CC=C(C=C1)OC)=O (3-(4-cyano-3-fluoro-phenyl)-2-(4-methoxy-phenyl)-3-oxo-propionic acid methyl ester). The solvent is C1CCOC1 (THF), C1CCOC1 (THF). Isolated yield 45.8%. As a reaction SMILES: [CH3:1][O:2][C:3]1[CH:8]=[CH:7][C:6]([CH2:9][C:10]([OH:12])=[O:11])=[CH:5][CH:4]=1.[Li+].[CH3:14][Si]([N-][Si](C)(C)C)(C)C.[C:23]([C:25]1[CH:33]=[CH:32][C:28]([C:29](Cl)=[O:30])=[CH:27][C:26]=1[F:34])#[N:24].[NH4+].[Cl-]>C1COCC1>[CH3:14][O:11][C:10](=[O:12])[CH:9]([C:6]1[CH:5]=[CH:4][C:3]([O:2][CH3:1])=[CH:8][CH:7]=1)[C:29]([C:28]1[CH:32]=[CH:33][C:25]([C:23]#[N:24])=[C:26]([F:34])[CH:27]=1)=[O:30] |f:1.2,4.5|. The reactants are COC1=CC=C(C=C1)CC(=O)O ((4-methoxy-phenyl)-acetic acid), [Li+].C[Si](C)(C)[N-][Si](C)(C)C (LiHMDS), C(#N)C1=C(C=C(C(=O)Cl)C=C1)F (4-cyano-3-fluoro-benzoyl chloride), [NH4+].[Cl-] (NH4Cl). Run at time 30 minute. Procedure details: To a solution of (4-methoxy-phenyl)-acetic acid (2.18 g, 12.12 mmol) in THF (20 mL) was added LiHMDS (18.2 mL, 18.18 mmol) at −78° C. and the mixture was stirred for 30 min. A solution of 4-cyano-3-fluoro-benzoyl chloride (2.2 g, 12 mmol) in THF was added dropwise at −78° C.; and the reaction mixture was allowed to warm up to RT and stirred at overnight. Aqueous NH4Cl was added and the aqueous was extracted with EA (3×). The combined organics were concentrated in vacuo and the residue was purifi... Starting materials: NC[C@@H]1CN(CCO[C@H]1C1=CC(=C(C=C1)Cl)F)C(=O)OC(C)(C)C (tert-butyl (6R,7R)-6-(aminomethyl)-7-(4-chloro-3-fluorophenyl)-1,4-oxazepane-4-carboxylate), O=C1N(C=CC=C1)CC(=O)O ((2-oxopyridin-1(2H)-yl)acetic acid). Product: Cl.ClC1=C(C=C(C=C1)[C@H]1[C@@H](CNCCO1)CNC(CN1C(C=CC=C1)=O)=O)F (N-{[(6S,7R)-7-(4-chloro-3-fluorophenyl)-1,4-oxazepan-6-yl]methyl}-2-(2-oxopyridin-1(2H)-yl)acetamide monohydrochloride). As a reaction SMILES: [NH2:1][CH2:2][C@H:3]1[C@H:9]([C:10]2[CH:15]=[CH:14][C:13]([Cl:16])=[C:12]([F:17])[CH:11]=2)[O:8][CH2:7][CH2:6][N:5](C(OC(C)(C)C)=O)[CH2:4]1.[O:25]=[C:26]1[CH:31]=[CH:30][CH:29]=[CH:28][N:27]1[CH2:32][C:33](O)=[O:34]>>[ClH:16].[Cl:16][C:13]1[CH:14]=[CH:15][C:10]([C@@H:9]2[O:8][CH2:7][CH2:6][NH:5][CH2:4][C@H:3]2[CH2:2][NH:1][C:33](=[O:34])[CH2:32][N:27]2[CH:28]=[CH:29][CH:30]=[CH:31][C:26]2=[O:25])=[CH:11][C:12]=1[F:17] |f:2.3|. Reported procedure: Using tert-butyl (6R,7R)-6-(aminomethyl)-7-(4-chloro-3-fluorophenyl)-1,4-oxazepane-4-carboxylate and (2-oxopyridin-1(2H)-yl)acetic acid, and by a method similar to that of Example 39, the title compound was obtained. Reactants: Cc1ccccc1, CCCCCC1C=Cc2c(c(F)c(F)c3oc(C)cc23)O1. The product is CCCCCC1CCc2c(c(F)c(F)c3oc(C)cc23)O1. As a reaction SMILES: [CH3:22][c:23]1[cH:24][cH:25][cH:26][cH:27][cH:28]1.[F:1][c:2]1[c:3]2[c:4]([c:5]3[c:10]([c:11]1[F:12])[O:9][CH:8]([CH2:13][CH2:14][CH2:15][CH2:16][CH3:17])[CH:7]=[CH:6]3)[cH:18][c:19]([CH3:21])[o:20]2>>[F:1][c:2]1[c:3]2[c:4]([c:5]3[c:10]([c:11]1[F:12])[O:9][CH:8]([CH2:13][CH2:14][CH2:15][CH2:16][CH3:17])[CH2:7][CH2:6]3)[cH:18][c:19]([CH3:21])[o:20]2. Yields the product C=CCOP(=O)(OCC=C)OCCCC(=O)O. RXN SMILES: [CH2:1]([CH:2]=[CH2:3])[O:4][P:5](=[O:6])([O:7][CH2:8][CH:9]=[CH2:10])[O:11][CH2:12][CH2:13][CH2:14][C:15](=[O:16])[O:17][CH2:18][c:19]1[cH:20][cH:21][c:22]([O:23][CH3:24])[cH:25][cH:26]1.[CH3:27][O:28][c:29]1[cH:30][cH:31][cH:32][cH:33][cH:34]1.[CH3:42][c:43]1[cH:44][cH:45][cH:46][cH:47][cH:48]1.[OH:35][C:36]([C:37]([F:38])([F:39])[F:40])=[O:41]>>[CH2:1]([CH:2]=[CH2:3])[O:4][P:5](=[O:6])([O:7][CH2:8][CH:9]=[CH2:10])[O:11][CH2:12][CH2:13][CH2:14][C:15](=[O:16])[OH:17]. Reactants: C=CCOP(=O)(OCC=C)OCCCC(=O)OCc1ccc(OC)cc1, COc1ccccc1, Cc1ccccc1, O=C(O)C(F)(F)F. Reactants: OCC(O)CO (glycerol), CNC(=O)C1=CC2=C(N(COC2=O)C2=C(C=C(C=C2)I)C)C(=C1F)F (7,8-difluoro-1-(4-iodo-2-methyl-phenyl)-4-oxo-1,4-dihydro-2H-benzo[d][1,3]oxazine-6-carboxylic acid methylamide), Cl (HCl). Run in C1CCOC1 (THF). Reaction conditions: time 48 hour. Yields the product FC1=C(C=C(C(=O)O)C(=C1F)NC1=C(C=C(C=C1)I)C)C(=O)NC (4,5-difluoro-6-(-4-iodo-2-methyl-phenylamino)-N-methyl-isophthalamic acid). The yield is 76.2%. As a reaction SMILES: [CH3:1][NH:2][C:3]([C:5]1[C:23]([F:24])=[C:22]([F:25])[C:8]2[N:9]([C:14]3[CH:19]=[CH:18][C:17]([I:20])=[CH:16][C:15]=3[CH3:21])C[O:11][C:12](=[O:13])[C:7]=2[CH:6]=1)=[O:4].OCC(CO)O.Cl>C1COCC1>[F:24][C:23]1[C:22]([F:25])=[C:8]([NH:9][C:14]2[CH:19]=[CH:18][C:17]([I:20])=[CH:16][C:15]=2[CH3:21])[C:7]([C:12]([OH:13])=[O:11])=[CH:6][C:5]=1[C:3]([NH:2][CH3:1])=[O:4]. Reported procedure: To a suspension of 7,8-difluoro-1-(4-iodo-2-methyl-phenyl)-4-oxo-1,4-dihydro-2H-benzo[d][1,3]oxazine-6-carboxylic acid methylamide in THF (10 mL) is added polymer bound glycerol, (0.33 g, 200–400 mesh) and 10 mL of 1.0 M HCl solution. After stirring for 48 hours at room temperature, the resin is filtered off and the filtrate is transferred to a separatory funnel and partitioned with ethyl acetate. The organics are washed twice with 1.0 M HCl, twice with saturated brine solution, collected, dried...